Dataset: the Open Reaction Database (ORD), a public repository of structured organic reaction records. Task: describe an organic reaction: reactants, conditions, products, and yield The reactants are N#Cc1ccc(CBr)cc1, O=C([O-])[O-], CN(C)C=O, O=S(=O)(NC1CC2CCC1C2O)c1ccc(Cl)cc1, [Cs+], [Cs+]. The product is N#Cc1ccc(CN(C2CC3CCC2C3O)S(=O)(=O)c2ccc(Cl)cc2)cc1. Reaction SMILES: [Br:26][CH2:27][c:28]1[cH:29][cH:30][c:31]([C:32]#[N:33])[cH:34][cH:35]1.[C:20](=[O:21])([O-:22])[O-:23].[CH3:36][N:37]([CH3:38])[CH:39]=[O:40].[Cl:1][c:2]1[cH:3][cH:4][c:5]([S:8](=[O:9])(=[O:10])[NH:11][CH:12]2[CH:13]3[CH2:14][CH2:15][CH:16]([CH2:17]2)[CH:18]3[OH:19])[cH:6][cH:7]1.[Cs+:24].[Cs+:25]>>[Cl:1][c:2]1[cH:3][cH:4][c:5]([S:8](=[O:9])(=[O:10])[N:11]([CH:12]2[CH:13]3[CH2:14][CH2:15][CH:16]([CH2:17]2)[CH:18]3[OH:19])[CH2:27][c:28]2[cH:29][cH:30][c:31]([C:32]#[N:33])[cH:34][cH:35]2)[cH:6][cH:7]1. Reactants: C1CCOC1, [Li]C, CCOCC, N#C[Cu], N#Cc1ccc(CC23CCCN2C(=O)C(c2cc(Cl)cc(Cl)c2)=C3OS(=O)(=O)C(F)(F)F)cc1, [NH4+], [OH-]. Reaction SMILES: [CH2:47]1[O:48][CH2:49][CH2:50][CH2:51]1.[CH3:4][Li:5].[CH3:6][CH2:7][O:8][CH2:9][CH3:10].[Cu:1][C:2]#[N:3].[F:11][C:12]([F:13])([F:14])[S:15]([O:16][C:17]1=[C:18]([c:35]2[cH:36][c:37]([Cl:42])[cH:38][c:39]([Cl:41])[cH:40]2)[C:19](=[O:34])[N:20]2[CH2:21][CH2:22][CH2:23][C:24]12[CH2:25][c:26]1[cH:27][cH:28][c:29]([C:32]#[N:33])[cH:30][cH:31]1)(=[O:43])=[O:44].[NH4+:46].[OH-:45]>>[CH3:2][C:17]1=[C:18]([c:35]2[cH:36][c:37]([Cl:42])[cH:38][c:39]([Cl:41])[cH:40]2)[C:19](=[O:34])[N:20]2[CH2:21][CH2:22][CH2:23][C:24]12[CH2:25][c:26]1[cH:27][cH:28][c:29]([C:32]#[N:33])[cH:30][cH:31]1. The product is CC1=C(c2cc(Cl)cc(Cl)c2)C(=O)N2CCCC12Cc1ccc(C#N)cc1. Reactants: FC(S(=O)(=O)OC1=C(C=C(C=C1F)C1CC[Si](CC1)(C1=CC=CC=C1)CCCCCCC)F)(F)F ((2,6-difluoro-4-(4-n-heptyl-4-phenyl-4-silacyclohexyl)phenyl) trifluoromethanesulfonate), [Cl-].[Li+] (lithium chloride), CN(C=O)C (N,N-dimethylformamide). The reagents and catalysts are C=1C=CC(=CC1)[P](C=2C=CC=CC2)(C=3C=CC=CC3)[Pd]([P](C=4C=CC=CC4)(C=5C=CC=CC5)C=6C=CC=CC6)([P](C=7C=CC=CC7)(C=8C=CC=CC8)C=9C=CC=CC9)[P](C=1C=CC=CC1)(C=1C=CC=CC1)C=1C=CC=CC1 (tetrakis(triphenylphosphine)palladium), [Cl-].[Zn+2].[Cl-] (zinc chloride). Run in C1CCOC1 (THF). Conditions: temperature 50 celsius, time 8 hour. The product is C(CCCCCC)[Si]1(CCC(CC1)C1=CC(=C(C(=C1)F)CC(CC)C)F)C1=CC=CC=C1 (4-(4-n-heptyl-4-phenyl-4-silacyclohexyl)-1-(2-methylbutyl)-2,6-difluorobenzene). Isolated yield 140.1%. Reaction SMILES: FC(F)(F)S(O[C:7]1[C:12]([F:13])=[CH:11][C:10]([CH:14]2[CH2:19][CH2:18][Si:17]([CH2:26][CH2:27][CH2:28][CH2:29]CCC)([C:20]3[CH:25]=[CH:24][CH:23]=[CH:22][CH:21]=3)[CH2:16][CH2:15]2)=[CH:9][C:8]=1[F:33])(=O)=O.[Cl-].[Li+].CN(C)C=O>C1COCC1.[Cl-].[Zn+2].[Cl-].C1C=CC([P]([Pd]([P](C2C=CC=CC=2)(C2C=CC=CC=2)C2C=CC=CC=2)([P](C2C=CC=CC=2)(C2C=CC=CC=2)C2C=CC=CC=2)[P](C2C=CC=CC=2)(C2C=CC=CC=2)C2C=CC=CC=2)(C2C=CC=CC=2)C2C=CC=CC=2)=CC=1>[CH2:26]([Si:17]1([C:20]2[CH:21]=[CH:22][CH:23]=[CH:24][CH:25]=2)[CH2:16][CH2:15][CH:14]([C:10]2[CH:11]=[C:12]([F:13])[C:7]([CH2:11][CH:10]([CH3:14])[CH2:9][CH3:8])=[C:8]([F:33])[CH:9]=2)[CH2:19][CH2:18]1)[CH2:27][CH2:28][CH2:29][CH2:21][CH2:20][CH3:25] |f:1.2,5.6.7,^1:54,56,75,94|. Reported procedure: 3.0 g (20 mmols) of (S)-1-bromo-2-methylbutane was dropped in a mixture of 0.5 g (21 mmols) of magnesium and 50 ml of THF to obtain a Grignard reagent. This reagent was dropped in 20 ml of a THF solution of 2.8 g (20 mmols) of zinc chloride to obtain an organizing reagent. Subsequently, the solution was dropped in a mixture of 10.7 g (20 mmols) of (2,6-difluoro-4-(4-n-heptyl-4-phenyl-4-silacyclohexyl)phenyl) trifluoromethanesulfonate, 100 mg of tetrakis(triphenylphosphine)palladium (0), 500 mg o... Reactants: NC1=C(C2=CC=CC=C2C=C1)C(=O)OC (Methyl 2-amino-1-naphthoate), BrBr (bromine). Solvent: C(Cl)(Cl)Cl (chloroform), CN(C)C=O (DMF). The product is NC1=C(C=2CCCCC2C=C1Br)C(=O)OC (methyl 2-amino-3-bromo-5,6,7,8-tetrahydro-1-naphthalenecarboxylate). Isolated yield 101.2%. As a reaction SMILES: [NH2:1][C:2]1[CH:11]=[CH:10][C:9]2[C:4](=[CH:5][CH:6]=[CH:7][CH:8]=2)[C:3]=1[C:12]([O:14][CH3:15])=[O:13].[Br:16]Br>C(Cl)(Cl)Cl.CN(C=O)C>[NH2:1][C:2]1[C:11]([Br:16])=[CH:10][C:9]2[CH2:8][CH2:7][CH2:6][CH2:5][C:4]=2[C:3]=1[C:12]([O:14][CH3:15])=[O:13]. Procedure: Methyl 2-amino-1-naphthoate (0.5 g, 2.4 mmol) in chloroform (5 mL) and DMF (1 mL) was treated with bromine (0.125 mL, 2.4 mmol) for 30 minutes, concentrated, and dissolved in ethyl acetate. The organic layer was washed with NaHCO3 (3×), brine (3×) and water (3×), dried (Na2SO4), filtered, and concentrated to provide the desired product (0.69 g). MS (DCI) m/e 284, 286 (M+H)+. Starting materials: O (water), C([O-])(O)=O.[Na+] (sodium bicarbonate), ClCC=1N=C(SC1)C (4-chloromethyl-2-methyl-1,3-thiazole), NC1=NC(=C(C(=C1C#N)C1=CC=C(C=C1)OCCOC)C#N)S (2-amino-4-[4-(2-methoxyethoxy)phenyl]-6-sulphanyl-pyridine-3,5-dicarbonitrile). Solvent: CN(C)C=O (DMF). Reaction conditions: time 8 hour. Yields the product NC1=NC(=C(C(=C1C#N)C1=CC=C(C=C1)OCCOC)C#N)SCC=1N=C(SC1)C (2-Amino-4-[4-(2-methoxyethoxy)phenyl]-6-[(2-methyl-1,3-thiazol-4-yl)methyl -sulphanyl]pyridine-3,5-dicarbonitrile). Reaction SMILES: [NH2:1][C:2]1[C:7]([C:8]#[N:9])=[C:6]([C:10]2[CH:15]=[CH:14][C:13]([O:16][CH2:17][CH2:18][O:19][CH3:20])=[CH:12][CH:11]=2)[C:5]([C:21]#[N:22])=[C:4]([SH:23])[N:3]=1.C(=O)(O)[O-].[Na+].Cl[CH2:30][C:31]1[N:32]=[C:33]([CH3:36])[S:34][CH:35]=1.O>CN(C=O)C>[NH2:1][C:2]1[C:7]([C:8]#[N:9])=[C:6]([C:10]2[CH:11]=[CH:12][C:13]([O:16][CH2:17][CH2:18][O:19][CH3:20])=[CH:14][CH:15]=2)[C:5]([C:21]#[N:22])=[C:4]([S:23][CH2:30][C:31]2[N:32]=[C:33]([CH3:36])[S:34][CH:35]=2)[N:3]=1 |f:1.2|. Procedure details: 100 mg (0.31 mmol) of 2-amino-4-[4-(2-methoxyethoxy)phenyl]-6-sulphanyl-pyridine-3,5-dicarbonitrile are dissolved in 1 ml of DMF. 103 mg (1.23 mmol) of sodium bicarbonate and 90.5 mg (0.61 mmol) of 4-chloromethyl-2-methyl-1,3-thiazole are then added. The suspension is shaken at RT overnight, and water is added. The precipitate is filtered off with suction and dried at 40° C. under reduced pressure. This gives 88.8 mg (66.2% of theory) of product. Starting materials: BrC=1C=CC(=C(C(=O)OC)C1)COC1=CC=C(C=C1)Br (Methyl 5-bromo-2-(4-bromophenoxymethyl)benzoate). The solvent is [OH-].[Na+] (sodium hydroxide), CO (methanol). Product: BrC=1C=CC(=C(C(=O)O)C1)COC1=CC=C(C=C1)Br (5-Bromo-2-(4-bromophenoxymethyl)benzoic acid). RXN SMILES: [Br:1][C:2]1[CH:3]=[CH:4][C:5]([CH2:12][O:13][C:14]2[CH:19]=[CH:18][C:17]([Br:20])=[CH:16][CH:15]=2)=[C:6]([CH:11]=1)[C:7]([O:9]C)=[O:8]>[OH-].[Na+].CO>[Br:1][C:2]1[CH:3]=[CH:4][C:5]([CH2:12][O:13][C:14]2[CH:19]=[CH:18][C:17]([Br:20])=[CH:16][CH:15]=2)=[C:6]([CH:11]=1)[C:7]([OH:9])=[O:8] |f:1.2|. Reported procedure: Methyl 5-bromo-2-(4-bromophenoxymethyl)benzoate (90 g, 0.23 mole) was refluxed in a mixture of 100 mL of 10% sodium hydroxide and 200 mL of methanol for three hours. The reaction mixture was concentrated under reduced pressure and water was added to the residue. The mixture was acidified with concentrated hydrochloric acid. A solid was precipitated and collected as the acid product (80 g). mp 214°-215° C. pmr (DMSO-d6) 6: 6.76-8.01 (m, 7H, aromatic H), 5.38 (s, 2H, ArCH2O). Procedure: Prepared by Procedure C and Scheme O using 1H-indole and 1-chloro-2-iodobenzene: ESMS m/e: 227.9 (M+H)+. The product is ClC1=C(C=CC=C1)N1CCC2=CC=CC=C12 (1-(2-CHLOROPHENYL)-3H-INDOLE). RXN SMILES: [NH:1]1[C:9]2[C:4](=[CH:5][CH:6]=[CH:7][CH:8]=2)[CH:3]=[CH:2]1.[Cl:10][C:11]1[CH:16]=[CH:15][CH:14]=[CH:13][C:12]=1I>>[Cl:10][C:11]1[CH:16]=[CH:15][CH:14]=[CH:13][C:12]=1[N:1]1[C:9]2[C:4](=[CH:5][CH:6]=[CH:7][CH:8]=2)[CH2:3][CH2:2]1. Starting materials: N1C=CC2=CC=CC=C12 (1H-indole), ClC1=C(C=CC=C1)I (1-chloro-2-iodobenzene). The reactants are CC=1SC(=C(N1)C)C(=O)NN (2,4-dimethyl-thiazole-5-carboxylic acid hydrazide), Cl.CNC(CCCC=C)=NC (N,N′-dimethyl-5-hexenimidamide hydrochloride). Product: CN1C(=NN=C1CCCC=C)C1=C(N=CS1)C (4-methyl-3-(4-methyl-1,3-thiazol-5-yl)-5-(4-penten-1-yl)-4H-1,2,4-triazole). As a reaction SMILES: C[C:2]1[S:3][C:4]([C:8]([NH:10][NH2:11])=O)=[C:5]([CH3:7])[N:6]=1.Cl.[CH3:13][NH:14][C:15](=NC)[CH2:16][CH2:17][CH2:18][CH:19]=[CH2:20]>>[CH3:13][N:14]1[C:15]([CH2:16][CH2:17][CH2:18][CH:19]=[CH2:20])=[N:11][N:10]=[C:8]1[C:4]1[S:3][CH:2]=[N:6][C:5]=1[CH3:7] |f:1.2|. Reported procedure: The title compound was prepared in analogy to Preparation 11 in 0.31 g yield starting from 2,4-dimethyl-thiazole-5-carboxylic acid hydrazide (0.52 g) and N,N′-dimethyl-5-hexenimidamide hydrochloride (0.58 g). MS (m/z): 249 [MH]+.